From a dataset of the Open Reaction Database (ORD), a public repository of structured organic reaction records. describe an organic reaction: reactants, conditions, products, and yield As a reaction SMILES: C[O:2][C:3]1[CH:11]=[C:10]2[C:6]([C:7]([C:12]([OH:14])=[O:13])=[N:8][NH:9]2)=[CH:5][CH:4]=1>Br>[OH:2][C:3]1[CH:11]=[C:10]2[C:6]([C:7]([C:12]([OH:14])=[O:13])=[N:8][NH:9]2)=[CH:5][CH:4]=1. Product: OC1=CC=C2C(=NNC2=C1)C(=O)O (6-Hydroxyindazole-3-carboxylic acid). Procedure: 6-Methoxyindazole-3-carboxylic acid (1.015 g; manufactured by ChemPacific Corp.) was dissolved in hydrobromic acid (52 mL; manufactured by Kanto Chemical Co., Inc.), and the solution was stirred overnight at reflux. The solution was cooled to room temperature, and then the loss of raw materials and the presence of the title compound were confirmed using LCMS. The solvent was evaporated under reduced pressure, and thus a crude product (1.504 g) of the title compound was obtained. The reactants are COC1=CC=C2C(=NNC2=C1)C(=O)O (6-Methoxyindazole-3-carboxylic acid). Conditions: time 8 hour. The solvent is Br (hydrobromic acid). Reactants: O=C([O-])[O-], Cc1ccc2c(-c3n[nH]c(=S)n3C)cccc2n1, CN(C)C=O, Cc1cc(-c2ccc3c(c2)CCN(C(C)CCCl)CC3)n(C)n1, [I-], [K+], [K+], [Na+]. The product is Cc1ccc2c(-c3nnc(SCCC(C)N4CCc5ccc(-c6cc(C)nn6C)cc5CC4)n3C)cccc2n1. RXN SMILES: [C:44](=[O:45])([O-:46])[O-:47].[CH3:24][n:25]1[c:26](=[S:41])[nH:27][n:28][c:29]1-[c:30]1[c:31]2[cH:32][cH:33][c:34]([CH3:40])[n:35][c:36]2[cH:37][cH:38][cH:39]1.[CH3:50][N:51]([CH3:52])[CH:53]=[O:54].[Cl:1][CH2:2][CH2:3][CH:4]([CH3:5])[N:6]1[CH2:7][CH2:8][c:9]2[c:10]([cH:13][cH:14][c:15](-[c:17]3[cH:18][c:19]([CH3:23])[n:20][n:21]3[CH3:22])[cH:16]2)[CH2:11][CH2:12]1.[I-:43].[K+:48].[K+:49].[Na+:42]>>[CH2:2]([CH2:3][CH:4]([CH3:5])[N:6]1[CH2:7][CH2:8][c:9]2[c:10]([cH:13][cH:14][c:15](-[c:17]3[cH:18][c:19]([CH3:23])[n:20][n:21]3[CH3:22])[cH:16]2)[CH2:11][CH2:12]1)[S:41][c:26]1[n:25]([CH3:24])[c:29](-[c:30]2[c:31]3[cH:32][cH:33][c:34]([CH3:40])[n:35][c:36]3[cH:37][cH:38][cH:39]2)[n:28][n:27]1.